Dataset: the Open Reaction Database (ORD), a public repository of structured organic reaction records. Task: describe an organic reaction: reactants, conditions, products, and yield Starting materials: 4f, ( 11.1 ), Cl (Hydrochloride), ( 9.3 ), ( 87.2 ), ( 569.39 ), ( 3.1 ), ( 32.8 ), ( 5.5 ), ( 5.4 ), NC1=CC(=C(C=C1)C=1OC(=CC1)C1=C(C=C(C=C1)N)C)C (2,5-Bis(4-amino-2-methylphenyl)furan), Br.C1=C(C=CC2=CC=CC=C12)CSC(C1=CC=CC=C1)=N (S-(2-naphthylmethyl)-thiobezimidate hydrobromide), ( 37.9 ). The product is C(C1=CC=CC=C1)(=N)NC1=CC(=C(C=C1)C=1OC(=CC1)C1=C(C=C(C=C1)NC(C1=CC=CC=C1)=N)C)C (2,5-Bis[4-(benzimidoyl)amino-2-methylphenyl]furan). Isolated yield 60.0%. As a reaction SMILES: [NH2:1][C:2]1[CH:7]=[CH:6][C:5]([C:8]2[O:9][C:10]([C:13]3[CH:18]=[CH:17][C:16]([NH2:19])=[CH:15][C:14]=3[CH3:20])=[CH:11][CH:12]=2)=[C:4]([CH3:21])[CH:3]=1.Br.C1C2C(=CC=CC=2)C=CC=1CS[C:35](=[NH:42])[C:36]1[CH:41]=[CH:40][CH:39]=[CH:38][CH:37]=1.Cl>>[C:35]([NH:19][C:16]1[CH:17]=[CH:18][C:13]([C:10]2[O:9][C:8]([C:5]3[CH:6]=[CH:7][C:2]([NH:1][C:35](=[NH:42])[C:36]4[CH:37]=[CH:38][CH:39]=[CH:40][CH:41]=4)=[CH:3][C:4]=3[CH3:21])=[CH:12][CH:11]=2)=[C:14]([CH3:20])[CH:15]=1)(=[NH:42])[C:36]1[CH:41]=[CH:40][CH:39]=[CH:38][CH:37]=1 |f:1.2|. Procedure: 2,5-Bis[4-(benzimidoyl)amino-2-methylphenyl]furan (4e, DB626) was prepared according to the procedure for 4f using diamine 3b and S-(2-naphthylmethyl)-thiobezimidate hydrobromide as starting materials. Free base: yellow crystalline solid. Yield: 60%. 1H NMR (DMSO-d6): 2.48 (s, 6H), 6.50 (br s, 4NH), 6.75 (s, 2H), 6.84 (s, 4H), 7.44 (m, 6H), 7.71 (d, 2H), 7.95 (d, 4H). Hydrochloride: orange/yellow hygroscopic solid. 1H NMR (DMSO-d6): 2.61 (s, 6H), 7.03 (s, 2H), 7.38-7.44 (m, 4H), 7.63-7.68 (m, 4H... Reactants: NC(CCC1C(CN(CC1)CCSC=1SC=CC1)CC(=O)OC)C1=C(C=NC2=CC=C(C=C12)OC)F (methyl (3RS,4RS)-4-[3-(R,S)-amino-3-(3-fluoro-6methoxyquinolin-4-yl)propyl]-1-[2-(2-thienylthio)ethyl]piperidine-3-acetate), [OH-].[Na+] (sodium hydroxide), O1CCOCC1 (dioxane). The solvent is O (water). Conditions: temperature 60 celsius, time 2 hour. Yields the product NC(CCC1C(CN(CC1)CCSC=1SC=CC1)CC(=O)O)C1=C(C=NC2=CC=C(C=C12)OC)F ((3RS,4RS)-4-[3-(R,S)-amino-3-(3-fluoro-6-methoxyquinolin-4-yl)propyl]-1-[2-(2-thienylthio)ethyl]piperidine-3-acetic acid). Yield: 68.9%. Reaction SMILES: [NH2:1][CH:2]([C:24]1[C:33]2[C:28](=[CH:29][CH:30]=[C:31]([O:34][CH3:35])[CH:32]=2)[N:27]=[CH:26][C:25]=1[F:36])[CH2:3][CH2:4][CH:5]1[CH2:10][CH2:9][N:8]([CH2:11][CH2:12][S:13][C:14]2[S:15][CH:16]=[CH:17][CH:18]=2)[CH2:7][CH:6]1[CH2:19][C:20]([O:22]C)=[O:21].[OH-].[Na+].O1CCOCC1>O>[NH2:1][CH:2]([C:24]1[C:33]2[C:28](=[CH:29][CH:30]=[C:31]([O:34][CH3:35])[CH:32]=2)[N:27]=[CH:26][C:25]=1[F:36])[CH2:3][CH2:4][CH:5]1[CH2:10][CH2:9][N:8]([CH2:11][CH2:12][S:13][C:14]2[S:15][CH:16]=[CH:17][CH:18]=2)[CH2:7][CH:6]1[CH2:19][C:20]([OH:22])=[O:21] |f:1.2|. Procedure details: A mixture of 0.355 g of methyl (3RS,4RS)-4-[3-(R,S)-amino-3-(3-fluoro-6methoxyquinolin-4-yl)propyl]-1-[2-(2-thienylthio)ethyl]piperidine-3-acetate in 1.66-cm3 of a 1 N aqueous sodium hydroxide solution and 5-cm of dioxane was heated at a temperature in the region of 60° C., with stirring, for 2 hours. After cooling to about 20° C., the reaction mixture was concentrated to dryness under reduced pressure (2 kPa) at a temperature in the region of 50° C. The evaporation residue obtained was taken up... Reactants: Cc1ccccc1, OCc1ccc(-c2cc3c(NCc4cccc(Cl)c4)ncnc3[nH]2)cc1, O=S(Cl)Cl. Product: ClCc1ccc(-c2cc3c(NCc4cccc(Cl)c4)ncnc3[nH]2)cc1. As a reaction SMILES: [CH3:31][c:32]1[cH:33][cH:34][cH:35][cH:36][cH:37]1.[Cl:5][c:6]1[cH:7][c:8]([CH2:9][NH:10][c:11]2[c:12]3[c:13]([n:14][cH:15][n:16]2)[nH:17][c:18](-[c:20]2[cH:21][cH:22][c:23]([CH2:26][OH:27])[cH:24][cH:25]2)[cH:19]3)[cH:28][cH:29][cH:30]1.[S:1]([Cl:2])([Cl:3])=[O:4]>>[Cl:3][CH2:26][c:23]1[cH:22][cH:21][c:20](-[c:18]2[nH:17][c:13]3[c:12]([c:11]([NH:10][CH2:9][c:8]4[cH:7][c:6]([Cl:5])[cH:30][cH:29][cH:28]4)[n:16][cH:15][n:14]3)[cH:19]2)[cH:25][cH:24]1. The reactants are C1(=CC=CC=C1)[C@@H]1N([C@@H](CC1)C1=CC=CC=C1)C(CNC(NC=1C=C(C=CC1)CC(=O)OC)=O)=O (methyl cis-3-{3-[2-(2,5-diphenyl-1-pyrrolidinyl)-2-oxoethyl]ureido}phenylacetate), [OH-].[K+] (potassium hydroxide). The solvent is O (water), CO (methanol). Yields the product C1(=CC=CC=C1)[C@@H]1N([C@@H](CC1)C1=CC=CC=C1)C(CNC(NC=1C=C(C=CC1)CC(=O)O)=O)=O (cis-3-{3-[2-(2,5-diphenyl-1-pyrrolidinyl)-2-oxoethyl]ureido}phenylacetic acid). The yield is 11.7%. As a reaction SMILES: [C:1]1([C@H:7]2[CH2:11][CH2:10][C@@H:9]([C:12]3[CH:17]=[CH:16][CH:15]=[CH:14][CH:13]=3)[N:8]2[C:18](=[O:35])[CH2:19][NH:20][C:21](=[O:34])[NH:22][C:23]2[CH:24]=[C:25]([CH2:29][C:30]([O:32]C)=[O:31])[CH:26]=[CH:27][CH:28]=2)[CH:6]=[CH:5][CH:4]=[CH:3][CH:2]=1.[OH-].[K+]>CO.O>[C:12]1([C@H:9]2[CH2:10][CH2:11][C@@H:7]([C:1]3[CH:6]=[CH:5][CH:4]=[CH:3][CH:2]=3)[N:8]2[C:18](=[O:35])[CH2:19][NH:20][C:21](=[O:34])[NH:22][C:23]2[CH:24]=[C:25]([CH2:29][C:30]([OH:32])=[O:31])[CH:26]=[CH:27][CH:28]=2)[CH:17]=[CH:16][CH:15]=[CH:14][CH:13]=1 |f:1.2|. Reported procedure: By proceeding in a fashion similar to that described in Example 9, but starting from 10.6 g of methyl cis-3-{3-[2-(2,5-diphenyl-1-pyrrolidinyl)-2-oxoethyl]ureido}phenylacetate in solution in 150 cm3 of methanol and 1.7 g of potassium hydroxide dissolved in 30 cm3 of water and after treatment and recrystallization in ethanol, 1.2 g of cis-3-{3-[2-(2,5-diphenyl-1-pyrrolidinyl)-2-oxoethyl]ureido}phenylacetic acid, melting at 152° C., are obtained. The reactants are N#Cc1ccc(C(=O)N=C=O)cc1, CC#N, CCO, CC#N, CCN(C(C)C)C(C)C, CCOC(=O)COc1ccc(N)cc1, Cc1ccc(S(=O)(=O)[O-])cc1. The product is CCOC(=O)COc1ccc(NC(=O)NC(=O)c2ccc(C#N)cc2)cc1. As a reaction SMILES: [C:26](#[N:27])[c:28]1[cH:29][cH:30][c:31]([C:32](=[O:33])[N:34]=[C:35]=[O:36])[cH:37][cH:38]1.[C:51](#[N:52])[CH3:53].[CH2:48]([OH:49])[CH3:50].[CH3:54][C:55]#[N:56].[CH:39]([N:40]([CH:41]([CH3:42])[CH3:43])[CH2:44][CH3:45])([CH3:46])[CH3:47].[NH2:12][c:13]1[cH:14][cH:15][c:16]([O:17][CH2:18][C:19](=[O:20])[O:21][CH2:22][CH3:23])[cH:24][cH:25]1.[c:1]1([CH3:2])[cH:3][cH:4][c:5]([S:6]([O-:7])(=[O:8])=[O:9])[cH:10][cH:11]1>>[NH:12]([c:13]1[cH:14][cH:15][c:16]([O:17][CH2:18][C:19](=[O:20])[O:21][CH2:22][CH3:23])[cH:24][cH:25]1)[C:35]([NH:34][C:32]([c:31]1[cH:30][cH:29][c:28]([C:26]#[N:27])[cH:38][cH:37]1)=[O:33])=[O:36]. Starting materials: COC(=O)C1CN(CCSc2ccccc2)CCC1CCCc1ccnc2ccc(OC)cc12, CC(=O)O, CO, [Na+], [OH-]. The product is COc1ccc2nccc(CCCC3CCN(CCSc4ccccc4)CC3C(=O)O)c2c1. Reaction SMILES: [CH3:1][O:2][c:3]1[cH:4][c:5]2[c:6]([CH2:13][CH2:14][CH2:15][CH:16]3[CH:17]([C:31](=[O:32])[O:33][CH3:34])[CH2:18][N:19]([CH2:22][CH2:23][S:24][c:25]4[cH:26][cH:27][cH:28][cH:29][cH:30]4)[CH2:20][CH2:21]3)[cH:7][cH:8][n:9][c:10]2[cH:11][cH:12]1.[CH3:37][C:38](=[O:39])[OH:40].[CH3:41][OH:42].[Na+:36].[OH-:35]>>[CH3:1][O:2][c:3]1[cH:4][c:5]2[c:6]([CH2:13][CH2:14][CH2:15][CH:16]3[CH:17]([C:31](=[O:32])[OH:33])[CH2:18][N:19]([CH2:22][CH2:23][S:24][c:25]4[cH:26][cH:27][cH:28][cH:29][cH:30]4)[CH2:20][CH2:21]3)[cH:7][cH:8][n:9][c:10]2[cH:11][cH:12]1.